Dataset: the Open Reaction Database (ORD), a public repository of structured organic reaction records. Task: describe an organic reaction: reactants, conditions, products, and yield Reactants: C(#N)C1=NC=CC(=C1)C1=CC=C(C(=O)OC)C=C1 (Methyl 4 (2-cyano-pyridin-4-yl)-benzoate), C([O-])(O)=O.[Na+] (sodium bicarbonate). Run in S(O)(O)(=O)=O (sulphuric acid). Yields the product C(N)(=O)C1=NC=CC(=C1)C1=CC=C(C(=O)OC)C=C1 (Methyl 4-(2-carbamoyl-pyridin-4-yl)-benzoate). RXN SMILES: [C:1]([C:3]1[CH:8]=[C:7]([C:9]2[CH:18]=[CH:17][C:12]([C:13]([O:15][CH3:16])=[O:14])=[CH:11][CH:10]=2)[CH:6]=[CH:5][N:4]=1)#[N:2].C(=O)(O)[O-:20].[Na+]>S(=O)(=O)(O)O>[C:1]([C:3]1[CH:8]=[C:7]([C:9]2[CH:18]=[CH:17][C:12]([C:13]([O:15][CH3:16])=[O:14])=[CH:11][CH:10]=2)[CH:6]=[CH:5][N:4]=1)(=[O:20])[NH2:2] |f:1.2|. Reported procedure: A solution of methyl 4-(2-cyano-pyridin-4-yl)-benzoate (400 mg, 1.68 mmol) (reference example 57) in 80% sulphuric acid (3 mL) is stirred at room temperature for 12 hours. The resulting solution is poured onto ice and the mixture brought to pH 8 with sat. sodium bicarbonate solution then extracted with ethyl acetate, washed with brine, dried over MgSO4 and concentrated. The residue is purified by flash chromatography (eluting with 40% ethyl acetate in chloroform) to give 340 mg of the title comp... The reactants are BrC=1C=C2CN(C(C2=C(C1)C)=O)CC1CC1 (5-Bromo-7-methyl-2-cyclopropylmethyl-2,3-dihydro-isoindol-1-one), C([O-])([O-])=O.[K+].[K+] (potassium carbonate), C(C)(C)(C)OC(=O)N1CCC(CC1)=C (4-Methylene-piperidine-1-carboxylic acid tert-butyl ester), B1C2CCCC1CCC2 (9-BBN). Reagents/catalysts: C1=CC=C(C=C1)P([C-]2C=CC=C2)C3=CC=CC=C3.C1=CC=C(C=C1)P([C-]2C=CC=C2)C3=CC=CC=C3.Cl[Pd]Cl.[Fe+2] (Pd(dppf)Cl2). The solvent is O (water), CN(C)C=O (DMF), O (water). Run at temperature 60 celsius, time 2 hour. The product is Ethyl acetate hexanes, C(C)(C)(C)OC(=O)N1CCC(CC1)CC=1C=C2CN(C(C2=C(C1)C)=O)CC1CC1 (4-(2-Cyclopropylmethyl-7-methyl-1-oxo-2,3-dihydro-1H-isoindol-5-ylmethyl)-piperidine-1-carboxylic acid tert-butyl ester). Isolated yield 68.9%. RXN SMILES: [C:1]([O:5][C:6]([N:8]1[CH2:13][CH2:12][C:11](=[CH2:14])[CH2:10][CH2:9]1)=[O:7])([CH3:4])([CH3:3])[CH3:2].B1C2CCCC1CCC2.Br[C:25]1[CH:26]=[C:27]2[C:31](=[C:32]([CH3:34])[CH:33]=1)[C:30](=[O:35])[N:29]([CH2:36][CH:37]1[CH2:39][CH2:38]1)[CH2:28]2.C(=O)([O-])[O-].[K+].[K+]>C1C=CC(P(C2C=CC=CC=2)[C-]2C=CC=C2)=CC=1.C1C=CC(P(C2C=CC=CC=2)[C-]2C=CC=C2)=CC=1.Cl[Pd]Cl.[Fe+2].O.CN(C=O)C>[C:1]([O:5][C:6]([N:8]1[CH2:13][CH2:12][CH:11]([CH2:14][C:25]2[CH:26]=[C:27]3[C:31](=[C:32]([CH3:34])[CH:33]=2)[C:30](=[O:35])[N:29]([CH2:36][CH:37]2[CH2:39][CH2:38]2)[CH2:28]3)[CH2:10][CH2:9]1)=[O:7])([CH3:4])([CH3:3])[CH3:2] |f:3.4.5,6.7.8.9|. Reported procedure: To a purged (Argon) sample of 4-Methylene-piperidine-1-carboxylic acid tert-butyl ester (727 mg, 3.68 mmol) was added 9-BBN (11.32 mL, 5.66 mmol). The mixture was stirred at 60° C. for two hours. After cooling to room temperature this solution was added to 5-Bromo-7-methyl-2-cyclopropylmethyl-2,3-dihydro-isoindol-1-one (794 mg, 2.83 mmol), Pd(dppf)Cl2 (115 mg, 0.142 mmol), DMF (25 mL), potassium carbonate (1.17 g, 8.49 mmol) and water (2.5 mL). The mixture was allowed to stir at 75° C. for 1.5 h...